From a dataset of the Open Reaction Database (ORD), a public repository of structured organic reaction records. describe an organic reaction: reactants, conditions, products, and yield Starting materials: CS(=O)(=O)c1ccc(Cl)c(C(=O)O)c1, [Cu], [NH4+], [OH-]. The product is CS(=O)(=O)c1ccc(N)c(C(=O)O)c1. As a reaction SMILES: [Cl:1][c:2]1[c:3]([C:4](=[O:5])[OH:6])[cH:7][c:8]([S:11](=[O:12])(=[O:13])[CH3:14])[cH:9][cH:10]1.[Cu:17].[NH4+:15].[OH-:16]>>[c:2]1([NH2:15])[c:3]([C:4](=[O:5])[OH:6])[cH:7][c:8]([S:11](=[O:12])(=[O:13])[CH3:14])[cH:9][cH:10]1. Solvent: CC(C)(C)O (t-BuOH). RXN SMILES: [IH:1].[CH3:2][C:3]1[CH:20]=[CH:19][C:6]([CH:7]([NH:14][C:15](SC)=[NH:16])[C:8]2[CH:13]=[CH:12][CH:11]=[CH:10][CH:9]=2)=[CH:5][CH:4]=1.[NH:21]1[CH2:25][CH2:24][CH2:23][CH2:22]1>CC(O)(C)C>[IH:1].[CH3:2][C:3]1[CH:20]=[CH:19][C:6]([CH:7]([NH:14][C:15]([N:21]2[CH2:25][CH2:24][CH2:23][CH2:22]2)=[NH:16])[C:8]2[CH:13]=[CH:12][CH:11]=[CH:10][CH:9]=2)=[CH:5][CH:4]=1 |f:0.1,4.5|. Starting materials: I.CC1=CC=C(C(C2=CC=CC=C2)NC(=N)SC)C=C1 (methyl N-(4-methylbenzhydryl)carbamimidothioate hydroiodide), N1CCCC1 (pyrrolidine). The product is I.CC1=CC=C(C(C2=CC=CC=C2)NC(=N)N2CCCC2)C=C1 (N-(4-methylbenzhydryl)-1-pyrrolidinecarboximidamide hydroiodide). Procedure details: A mixture of 13.3 g (0.0334 mole) of methyl N-(4-methylbenzhydryl)carbamimidothioate hydroiodide and 5.0 g (0.07 mole) of pyrrolidine in 40 mls of t-BuOH is heated under reflux for 24 hrs. The crude product crystallizes out of the reaction mixture while refluxing. The mixture is allowed to cool over night at room temperature and filtered to yield crude product; mp 227°-30° C. Recrystallization from MeOH/t-BuOH yields the pure N-(4-methylbenzhydryl)-1-pyrrolidinecarboximidamide hydroiodide; mp 22... Starting materials: Cl, [I-], O=N[O-], Nc1ccc(-n2ccccc2=O)cc1OCCN1CCCCC1, [Na+], [Na+], O. Product: O=c1ccccn1-c1ccc(I)c(OCCN2CCCCC2)c1. Reaction SMILES: [ClH:30].[I-:28].[N:24]([O-:25])=[O:26].[NH2:1][c:2]1[c:3]([O:15][CH2:16][CH2:17][N:18]2[CH2:19][CH2:20][CH2:21][CH2:22][CH2:23]2)[cH:4][c:5](-[n:8]2[c:9](=[O:14])[cH:10][cH:11][cH:12][cH:13]2)[cH:6][cH:7]1.[Na+:27].[Na+:29].[OH2:31]>>[c:2]1([I:28])[c:3]([O:15][CH2:16][CH2:17][N:18]2[CH2:19][CH2:20][CH2:21][CH2:22][CH2:23]2)[cH:4][c:5](-[n:8]2[c:9](=[O:14])[cH:10][cH:11][cH:12][cH:13]2)[cH:6][cH:7]1. Reaction SMILES: [Cl-].[NH4+].CC[N:5]=C=NCCCN(C)C.Cl.C1C=CC2N(O)N=NC=2C=1.C(N(C(C)C)CC)(C)C.[C:34]([O:38][C:39]([NH:41][C@H:42]1[CH2:47][CH2:46][CH2:45][CH2:44][C@H:43]1[NH:48][C:49]1[C:57]([F:58])=[CH:56][C:52]([C:53]([OH:55])=O)=[C:51]([NH:59][C:60]2[C:69]3[C:64](=[CH:65][CH:66]=[CH:67][CH:68]=3)[CH:63]=[N:62][CH:61]=2)[N:50]=1)=[O:40])([CH3:37])([CH3:36])[CH3:35]>C(OCC)(=O)C.CN(C=O)C.O>[NH2:5][C:53]([C:52]1[CH:56]=[C:57]([F:58])[C:49]([NH:48][C@H:43]2[CH2:44][CH2:45][CH2:46][CH2:47][C@H:42]2[NH:41][C:39](=[O:40])[O:38][C:34]([CH3:36])([CH3:37])[CH3:35])=[N:50][C:51]=1[NH:59][C:60]1[C:69]2[C:64](=[CH:65][CH:66]=[CH:67][CH:68]=2)[CH:63]=[N:62][CH:61]=1)=[O:55] |f:0.1,2.3|. Reactants: C(C)(C)N(CC)C(C)C (diisopropylethylamine), [Cl-].[NH4+] (Ammonium chloride), C(C)(C)(C)OC(=O)N[C@@H]1[C@@H](CCCC1)NC1=NC(=C(C(=O)O)C=C1F)NC1=CN=CC2=CC=CC=C12 (6-(cis-2-(tert-butoxycarbonylamino)cyclohexylamino)-5-fluoro-2-(isoquinoline 4-ylamino)nicotinic acid), CCN=C=NCCCN(C)C.Cl (WSC.HCl), C=1C=CC2=C(C1)N=NN2O (HOBt), [Cl-].[NH4+] (ammonium chloride). Procedure details: Ammonium chloride (28 mg), WSC.HCl (75 mg), HOBt.H2O (60 mg), and diisopropylethylamine (180 μl) were added to a DMF (1.3 ml) suspension containing 6-(cis-2-(tert-butoxycarbonylamino)cyclohexylamino)-5-fluoro-2-(isoquinoline 4-ylamino)nicotinic acid (65 mg), followed by stirring at room temperature for 3 hours. A saturated aqueous ammonium chloride solution and ethyl acetate were added to the reaction mixture. Solid matter was collected by filtration and washed with water and ethyl acetate, and ... Run in CN(C)C=O (DMF), O (H2O), C(C)(=O)OCC (ethyl acetate). Yields the product NC(=O)C=1C=C(C(=NC1NC1=CN=CC2=CC=CC=C12)N[C@@H]1[C@@H](CCCC1)NC(OC(C)(C)C)=O)F (tert-butyl cis-2-(5-aminocarbonyl-3-fluoro-6-(isoquinolin-4-ylamino)pyridin-2-ylamino)cyclohexylcarbamate). Conditions: time 3 hour. Isolated yield 72.5%. Yields the product Cc1cc(C(=O)O)c(C)cc1O. RXN SMILES: [B:1]([Br:2])([Br:3])[Br:4].[CH3:5][O:6][c:7]1[cH:8][c:9]([CH3:17])[c:10]([C:11](=[O:12])[OH:13])[cH:14][c:15]1[CH3:16].[Cl:18][CH2:19][Cl:20]>>[OH:6][c:7]1[cH:8][c:9]([CH3:17])[c:10]([C:11](=[O:12])[OH:13])[cH:14][c:15]1[CH3:16]. Reactants: BrB(Br)Br, COc1cc(C)c(C(=O)O)cc1C, ClCCl. Starting materials: [OH-].[Na+] (sodium hydroxide), C1(=C(C(=C(C(=C1F)F)F)N)F)N.Cl.Cl (dihydrochloride), ClC1=CC=2N(C3=CC=CC=C3SC2C=C1)CCCN1CCN(CC1)CCCl (1-[3-(2-chloro-10H-phenothiazin-10-yl)propyl]-4-(2-chloroethyl)piperazine), OC1=CC=C(OC[C@H](CNC(C)C)O)C=C1 ((S)-1-(4-hydroxyphenoxy)-3-(1-methylethyl)amino-2-propanol). Run in CS(=O)C (dimethylsulfoxide). Run at time 2 hour. The product is CC(C)NC[C@@H](COC1=CC=C(C=C1)OCCN1CCN(CC1)CCCN1C2=CC=CC=C2SC=2C=CC(=CC12)Cl)O ((S)-1-(1-methylethylamino)-3-[4-[2-[4-[3-(2-chloro-10H-phenothiazin-10-yl)propyl]piperazin-1-yl]ethoxy]phenoxy]-2-propanol). The yield is 87.4%. RXN SMILES: C1(N)C(F)=C(F)C(F)=C(N)C=1F.Cl.Cl.[Cl:15][C:16]1[CH:29]=[CH:28][C:27]2[S:26][C:25]3[C:20](=[CH:21][CH:22]=[CH:23][CH:24]=3)[N:19]([CH2:30][CH2:31][CH2:32][N:33]3[CH2:38][CH2:37][N:36]([CH2:39][CH2:40]Cl)[CH2:35][CH2:34]3)[C:18]=2[CH:17]=1.[OH:42][C:43]1[CH:57]=[CH:56][C:46]([O:47][CH2:48][C@@H:49]([OH:55])[CH2:50][NH:51][CH:52]([CH3:54])[CH3:53])=[CH:45][CH:44]=1.[OH-].[Na+]>CS(C)=O>[CH3:54][CH:52]([NH:51][CH2:50][C@H:49]([OH:55])[CH2:48][O:47][C:46]1[CH:45]=[CH:44][C:43]([O:42][CH2:40][CH2:39][N:36]2[CH2:35][CH2:34][N:33]([CH2:32][CH2:31][CH2:30][N:19]3[C:18]4[CH:17]=[C:16]([Cl:15])[CH:29]=[CH:28][C:27]=4[S:26][C:25]4[C:20]3=[CH:21][CH:22]=[CH:23][CH:24]=4)[CH2:38][CH2:37]2)=[CH:57][CH:56]=1)[CH3:53] |f:0.1.2,5.6|. Reported procedure: To a mixture of the dihydrochloride salt of 1-[3-(2-chloro-10H-phenothiazin-10-yl)propyl]-4-(2-chloroethyl)piperazine (12.4 g) and (S)-1-(4-hydroxyphenoxy)-3-(1-methylethyl)amino-2-propanol (6.2 g) in 100 ml dimethylsulfoxide was added 15.25 ml of 5N sodium hydroxide solution and the mixture was stirred under argon for 2 hours at 50°. The reaction was worked up as in method A to give 14.7 g of the crude (S)-1-(1-methylethylamino)-3-[4-[2-[4-[3-(2-chloro-10H-phenothiazin-10-yl)propyl]piperazin-1-... Starting materials: S(=O)(Cl)Cl (Thionyl chloride), BrC1=CC=C(S1)/C=C/C(=O)O ((2E)-3-(5-bromothien-2-yl) acrylic acid), [N-]=[N+]=[N-].[Na+] (sodium azide), O1CCOCC1 (dioxane). Solvent: C(Cl)(Cl)Cl (chloroform), O (water). Conditions: temperature 75 celsius, time 10 minute. Product: BrC1=CC=C(S1)/C=C/C(=O)N=[N+]=[N-] ((2E)-3-(5-Bromothien-2-yl) acryloyl azide). Reaction SMILES: S(Cl)(Cl)=O.[Br:5][C:6]1[S:10][C:9](/[CH:11]=[CH:12]/[C:13]([OH:15])=O)=[CH:8][CH:7]=1.[N-:16]=[N+:17]=[N-:18].[Na+].O1CCOCC1>C(Cl)(Cl)Cl.O>[Br:5][C:6]1[S:10][C:9](/[CH:11]=[CH:12]/[C:13]([N:16]=[N+:17]=[N-:18])=[O:15])=[CH:8][CH:7]=1 |f:2.3|. Reported procedure: Thionyl chloride (1.04 mL) was added to a solution of (2E)-3-(5-bromothien-2-yl) acrylic acid (1.04 g, 4.46 mmol) in chloroform (20 mL) and the mixture was refluxed for 2 h at 75° C. and than used in the next step. The above solution was added drop wise to a stirred suspension of sodium azide (0.58 g, 8.93 mmol), dioxane (3 mL) and water (3 mL) in an ice bath. After 10 min a precipitate appeared which was filtered off and washed with water. The residue was dissolved in dichloromethane, dried wit...